From a dataset of the Open Reaction Database (ORD), a public repository of structured organic reaction records. describe an organic reaction: reactants, conditions, products, and yield Reactants: Cl.NN=CC1=CC(=C(C=C1)NC(CCC(=O)O)=O)CC (4-[[4-(aminoiminomethyl)-2-ethylphenyl]amino]-4-oxobutanoic acid hydrochloride), Cl.NN=CC1=CC=C(C=C1)NC(CCC(=O)O)=O (4-[[4-(aminoiminomethyl)phenyl]amino]-4-oxobutanoic acid hydrochloride), NC(CC(=O)OCC)C=C (ethyl 3-amino-4-pentenoate). Product: NN=CC1=CC(=C(C=C1)NC(CCC(=O)NC(CC(=O)OCC)C=C)=O)CC (Ethyl 3-[[4-[[4-(aminoiminomethyl)-2-ethylphenyl]amino]-1,4-dioxobutyl]amino]-4-pentenoate). Reaction SMILES: Cl.[NH2:2][N:3]=[CH:4][C:5]1[CH:10]=[CH:9][C:8]([NH:11][C:12](=[O:18])[CH2:13][CH2:14][C:15]([OH:17])=O)=[C:7]([CH2:19][CH3:20])[CH:6]=1.Cl.NN=CC1C=CC(NC(=O)CCC(O)=O)=CC=1.[NH2:39][CH:40]([CH:47]=[CH2:48])[CH2:41][C:42]([O:44][CH2:45][CH3:46])=[O:43]>>[NH2:2][N:3]=[CH:4][C:5]1[CH:10]=[CH:9][C:8]([NH:11][C:12](=[O:18])[CH2:13][CH2:14][C:15]([NH:39][CH:40]([CH:47]=[CH2:48])[CH2:41][C:42]([O:44][CH2:45][CH3:46])=[O:43])=[O:17])=[C:7]([CH2:19][CH3:20])[CH:6]=1 |f:0.1,2.3|. Procedure details: The title compound was prepared in the manner of Example 1 substituting 4-[[4-(aminoiminomethyl)-2-ethylphenyl]amino]-4-oxobutanoic acid hydrochloride for 4-[[4-(aminoiminomethyl)phenyl]amino]-4-oxobutanoic acid hydrochloride and using ethyl 3-amino-4-pentenoate. The product was purified by reverse phase HPLC using the conditions of Example 1 to afford the title compound. The product was verified by 13C NMR (CD3OD) δ 12.8, 13.1, 23.7, 30.5, 31.3, 38.9, 48.4, 60.4, 114.5, 124.6, 125.2, 125.6, 128...